describe an organic reaction: reactants, conditions, products, and yield From a dataset of the Open Reaction Database (ORD), a public repository of structured organic reaction records. Reactants: solution, B (borane), C1CCOC1 (THF), C(C)(C)(C)OC(=O)N1CCC(CC1)(O)CC(=O)O (4-carboxymethyl-4-hydroxy-piperidine-1-carboxylic acid tert-butyl ester). Reaction conditions: temperature 0 celsius, time 1 hour. Yields the product C(C)(C)(C)OC(=O)N1CCC(CC1)(CCO)O (4-hydroxy-4-(2-hydroxy-ethyl)-piperidine-1-carboxylic acid tert-butyl ester). As a reaction SMILES: B.C1COCC1.[C:7]([O:11][C:12]([N:14]1[CH2:19][CH2:18][C:17]([CH2:21][C:22](O)=[O:23])([OH:20])[CH2:16][CH2:15]1)=[O:13])([CH3:10])([CH3:9])[CH3:8]>>[C:7]([O:11][C:12]([N:14]1[CH2:15][CH2:16][C:17]([OH:20])([CH2:21][CH2:22][OH:23])[CH2:18][CH2:19]1)=[O:13])([CH3:10])([CH3:8])[CH3:9]. Procedure: 1M solution of borane in THF (15.8 ml, 15.8 mmol) was added slowly to a solution of 2-(1-(tert-butoxycarbonyl)-4-hydroxypiperidin-4-yl)acetic acid (40) (1.02 g, 3.94 mmol) at 0° C. After stirring the mixture at 0° C. for 1 hour and at rt for 16 hours the reaction was quenched by addition of NH4Cl solution and extracted with ethyl acetate. The organic layer was then washed with water and brine, dried over Na2 SO4 and evaporated. The crude product was purified by flash chromatography (silica gel, ... Reactants: [Br-], C1CCOC1, C[Mg+], [Cl-], O=Cc1nc(Cn2cc(NC(=O)OCc3ccccc3Cl)cn2)cs1, N#N, [NH4+]. As a reaction SMILES: [Br-:28].[CH2:31]1[O:32][CH2:33][CH2:34][CH2:35]1.[CH3:29][Mg+:30].[Cl-:36].[Cl:3][c:4]1[c:5]([CH2:6][O:7][C:8]([NH:9][c:10]2[cH:11][n:12][n:13]([CH2:15][c:16]3[n:17][c:18]([CH:21]=[O:22])[s:19][cH:20]3)[cH:14]2)=[O:23])[cH:24][cH:25][cH:26][cH:27]1.[N:1]#[N:2].[NH4+:37]>>[Cl:3][c:4]1[c:5]([CH2:6][O:7][C:8]([NH:9][c:10]2[cH:11][n:12][n:13]([CH2:15][c:16]3[n:17][c:18]([CH:21]([OH:22])[CH3:29])[s:19][cH:20]3)[cH:14]2)=[O:23])[cH:24][cH:25][cH:26][cH:27]1. Yields the product CC(O)c1nc(Cn2cc(NC(=O)OCc3ccccc3Cl)cn2)cs1. Starting materials: BrN1C(CCC1=O)=O (N-bromosuccinimide), [N+](=O)([O-])C=1C(=NC=CC1)N[C@H](CO)C ((S)-2-(3-nitropyridin-2-ylamino)propane-1-ol), ice. Solvent: C(C)#N (acetonitrile). Reaction conditions: time 15 hour. The product is BrC=1C=C(C(=NC1)N[C@H](CO)C)[N+](=O)[O-] ((S)-2-(5-bromo-3-nitropyridin-2-ylamino)propane-1-ol). Isolated yield 104.1%. RXN SMILES: [N+:1]([C:4]1[C:5]([NH:10][C@@H:11]([CH3:14])[CH2:12][OH:13])=[N:6][CH:7]=[CH:8][CH:9]=1)([O-:3])=[O:2].[Br:15]N1C(=O)CCC1=O>C(#N)C>[Br:15][C:8]1[CH:9]=[C:4]([N+:1]([O-:3])=[O:2])[C:5]([NH:10][C@@H:11]([CH3:14])[CH2:12][OH:13])=[N:6][CH:7]=1. Reported procedure: A solution of (S)-2-(3-nitropyridin-2-ylamino)propane-1-ol (4.88 g, 24.75 mmol) in acetonitrile (50 mL) was cooled to 0° C. and treated with N-bromosuccinimide (4.40 g, 24.75 mmol) in one portion. The ice bath was left in place and allowed to slowly expire over 15 h. The solution was then concentrated under reduced pressure in order to remove most (>90%) of the acetonitrile. The concentrated solution was dissolved in ethyl acetate and washed with half-saturated aqueous sodium bicarbonate solutio... The reactants are C(C1=CC=CC=C1)OC(N(C1=C(C=C(C=C1OC)C(=O)OC)OC)C)=O (2,6-dimethoxy-4-(methoxy-carbonyl)-N-methyl-carbanilic acid benzyl ester), [H][H] (hydrogen). The reagents and catalysts are [Pd] (palladium on carbon). The solvent is CO (methanol). Yields the product COC(C1=CC(=C(C(=C1)OC)NC)OC)=O (3,5-dimethoxy-4-(methylamino)-benzoic acid methyl ester). As a reaction SMILES: C(O[C:9](=O)[N:10](C)[C:11]1[C:16]([O:17][CH3:18])=[CH:15][C:14]([C:19]([O:21][CH3:22])=[O:20])=[CH:13][C:12]=1[O:23][CH3:24])C1C=CC=CC=1.[H][H]>CO.[Pd]>[CH3:22][O:21][C:19](=[O:20])[C:14]1[CH:15]=[C:16]([O:17][CH3:18])[C:11]([NH:10][CH3:9])=[C:12]([O:23][CH3:24])[CH:13]=1. Procedure: A suspension of 33.5 g. of 2,6-dimethoxy-4-(methoxy-carbonyl)-N-methyl-carbanilic acid benzyl ester in 1 liter of methanol was hydrogenated in the presence of 1.5 g. of palladium on carbon (5%) until the hydrogen uptake stopped. The suspension was heated to boiling and filtered. The filtrate was evaporated under vacuum and the residue recrystallized from cyclohexane, whereby there was obtained 3,5-dimethoxy-4-(methylamino)-benzoic acid methyl ester having a melting point of 49°-51° C. Starting materials: C(C(C)=C)C1(C2(C=CC(C1)C2)C)C(=O)Cl (methallyl-methyl-bicyclo[2.2.1]hept-5-ene-2-carbonyl chloride), OC1=CC=C(C=C1)C(C)(C)C1=CC=C(C=C1)O (bisphenol A), C1CCOC1 (THF). The solvent is N1=CC=CC=C1 (pyridine). Reaction conditions: temperature 80 celsius. Yields the product C(C(C)=C)C1(C2(C=CC(C1)C2)C)C(=O)O.C(C(C)=C)C2(C1(C=CC(C2)C1)C)C(=O)O.OC1=CC=C(C=C1)C(C)(C)C1=CC=C(C=C1)O (Bisphenol A bis-(methallyl-methyl-bicyclo[2.2.1]hept-5-ene-2-carboxylate)). Reaction SMILES: [CH2:1]([C:5]1([C:13](Cl)=[O:14])[CH2:10][CH:9]2[CH2:11][C:6]1([CH3:12])[CH:7]=[CH:8]2)[C:2](=[CH2:4])[CH3:3].[OH:16][C:17]1[CH:22]=[CH:21][C:20]([C:23]([C:26]2[CH:31]=[CH:30][C:29]([OH:32])=[CH:28][CH:27]=2)([CH3:25])[CH3:24])=[CH:19][CH:18]=1.C1C[O:36]CC1>N1C=CC=CC=1>[CH2:1]([C:5]1([C:13]([OH:14])=[O:16])[CH2:10][CH:9]2[CH2:11][C:6]1([CH3:12])[CH:7]=[CH:8]2)[C:2](=[CH2:4])[CH3:3].[CH2:1]([C:5]1([C:13]([OH:14])=[O:36])[CH2:10][CH:9]2[CH2:11][C:6]1([CH3:12])[CH:7]=[CH:8]2)[C:2](=[CH2:4])[CH3:3].[OH:16][C:17]1[CH:18]=[CH:19][C:20]([C:23]([C:26]2[CH:27]=[CH:28][C:29]([OH:32])=[CH:30][CH:31]=2)([CH3:25])[CH3:24])=[CH:21][CH:22]=1 |f:4.5.6|. Procedure details: 175 g of methallyl-methyl-bicyclo[2.2.1]hept-5-ene-2-carbonyl chloride are added dropwise at 20° C. within 30 minutes to a solution of 87 g of bisphenol A in 300 ml of pyridine. The mixture is then stirred for a further hour at 80° C. and then worked up as described in Example 2. This gives 205 g (89% of theory) of a brown, liquid resin with η120 =640 mPas. By gel permeation chromatography (THF), the molecular weight is found to be 616 (Mn) or 656 (Mw). Reaction SMILES: [NH2:1][CH2:2][CH:3]([c:4]1[cH:5][c:6]([Cl:10])[cH:7][cH:8][cH:9]1)[C:11]1([OH:33])[CH2:12][CH2:13][N:14]([C:17](=[O:18])[c:19]2[cH:20][c:21]([C:29]([F:30])([F:31])[F:32])[cH:22][c:23]([C:25]([F:26])([F:27])[F:28])[cH:24]2)[CH2:15][CH2:16]1.[O:35]1[CH2:36][CH2:39][CH2:38][CH2:37]1.[OH2:34]>>[NH:1]1[CH2:2][CH:3]([c:4]2[cH:5][c:6]([Cl:10])[cH:7][cH:8][cH:9]2)[C:11]2([CH2:12][CH2:13][N:14]([C:17](=[O:18])[c:19]3[cH:20][c:21]([C:29]([F:30])([F:31])[F:32])[cH:22][c:23]([C:25]([F:26])([F:27])[F:28])[cH:24]3)[CH2:15][CH2:16]2)[O:33][C:36]1=[O:35]. The reactants are NCC(c1cccc(Cl)c1)C1(O)CCN(C(=O)c2cc(C(F)(F)F)cc(C(F)(F)F)c2)CC1, C1CCOC1, O. The product is O=C1NCC(c2cccc(Cl)c2)C2(CCN(C(=O)c3cc(C(F)(F)F)cc(C(F)(F)F)c3)CC2)O1. Starting materials: COC(=O)C1=CC2=C(S1)C=CC(=C2)OC (5-methoxy-benzo[b]thiophene-2-carboxylic acid methyl ester), B(Br)(Br)Br (BBr3). Solvent: C(Cl)Cl (CH2Cl2). Run at temperature 0 celsius. Yields the product COC(=O)C1=CC2=C(S1)C=CC(=C2)O (5-Hydroxy-benzo[b]thiophene-2-carboxylic acid methyl ester). Isolated yield 77.8%. RXN SMILES: [CH3:1][O:2][C:3]([C:5]1[S:9][C:8]2[CH:10]=[CH:11][C:12]([O:14]C)=[CH:13][C:7]=2[CH:6]=1)=[O:4].B(Br)(Br)Br>C(Cl)Cl>[CH3:1][O:2][C:3]([C:5]1[S:9][C:8]2[CH:10]=[CH:11][C:12]([OH:14])=[CH:13][C:7]=2[CH:6]=1)=[O:4]. Procedure: The above prepared 5-methoxy-benzo[b]thiophene-2-carboxylic acid methyl ester (0.199 g, 0.895 mmol) was dissolved in 6 mL of CH2Cl2, cooled to 0° C., and treated with BBr3 (1.79 mL of 1M solution in CH2Cl2, 2 eq.). After 2 additional h at 0° C., the reaction mixture was carefully poured onto crashed ice, twofold extracted with AcOEt, washed with water, dried over sodium sulfate, and evaporated to dryness. Flash chromatography (SiO2, hexane/AcOEt=7/3) yielded 0.145 g of the title compound as off-... The reactants are C(C)N(C(C)C)C(C)C (N-ethyl-N-isopropylpropan-2-amine), ClC=1SC2=C(N1)C=CC=C2 (2-chlorobenzo[d]thiazole), C(C1=CC=CC=C1)OC1CC(C1)N (3-benzyloxy-cyclobutylamine). The solvent is CC(=O)N(C)C (DMA), CCOC(=O)C (EtOAc). Conditions: temperature 130 celsius. Product: S1C(=NC2=C1C=CC=C2)N[C@@H]2C[C@@H](C2)OCC2=CC=CC=C2 (CIS BENZOTHIAZOL-2-YL-(3-BENZYLOXY-CYCLOBUTYL)-AMINE). Reaction SMILES: C(N(C(C)C)C(C)C)C.Cl[C:11]1[S:12][C:13]2[CH:19]=[CH:18][CH:17]=[CH:16][C:14]=2[N:15]=1.[CH2:20]([O:27][CH:28]1[CH2:31][CH:30]([NH2:32])[CH2:29]1)[C:21]1[CH:26]=[CH:25][CH:24]=[CH:23][CH:22]=1>CC(N(C)C)=O.CCOC(C)=O>[S:12]1[C:13]2[CH:19]=[CH:18][CH:17]=[CH:16][C:14]=2[N:15]=[C:11]1[NH:32][C@H:30]1[CH2:31][C@@H:28]([O:27][CH2:20][C:21]2[CH:26]=[CH:25][CH:24]=[CH:23][CH:22]=2)[CH2:29]1. Procedure: A mixture of N-ethyl-N-isopropylpropan-2-amine (3 g, 24 mmol), 2-chlorobenzo[d]thiazole (2.0 g, 12 mmol), and 3-benzyloxy-cyclobutylamine (2.08 g, 12 mmol) in DMA (20 mL) was heated to 130° C. for 20 h. Then it was cooled to RT and diluted with EtOAc (50 mL). The mixture was washed with water (2×25 mL), brine (25 mL), dried over MgSO4, filtered, and concentrated in vacuo to give an oil. The oil was purified by silica gel chromatography (0 to 30% EtOAc/hexane gradient) to give two products as a w... Reactants: O (water), C1(=CC=CC2=CC=CC=C12)C=O (1-naphthaldehyde), ClC(C(=O)OC)Cl (methyl dichloroacetate), C(C)(C)(C)O (t-butanol), CC(C)([O-])C.[K+] (potassium t-butoxide). Run in CCCCCC.C(C)(=O)OCC (n-hexane ethyl acetate). Reaction conditions: time 24 hour. Product: ClC(C(C(=O)OC)=O)C1=CC=CC2=CC=CC=C12 (Methyl 3-chloro-3-(naphthalen-1-yl)-2-oxopropionate). The yield is 19.0%. RXN SMILES: [C:1]1([CH:11]=O)[C:10]2[C:5](=[CH:6][CH:7]=[CH:8][CH:9]=2)[CH:4]=[CH:3][CH:2]=1.[Cl:13]C(Cl)C(OC)=O.C[C:21](C)([O-:23])C.[K+].[OH2:26].[C:27]([OH:31])([CH3:30])(C)C>CCCCCC.C(OCC)(=O)C>[Cl:13][CH:11]([C:1]1[C:10]2[C:5](=[CH:6][CH:7]=[CH:8][CH:9]=2)[CH:4]=[CH:3][CH:2]=1)[C:27](=[O:31])[C:30]([O:23][CH3:21])=[O:26] |f:2.3,6.7|. Procedure details: 7.80 g (49.9 mmol) of 1-naphthaldehyde and 7.15 g (49.9 mmol) of methyl dichloroacetate were dissolved in 100 ml of t-butanol, and 6.15 g (54.8 mmol) of potassium t-butoxide was added thereto at 0° C. The mixture was stirred at room temperature for 24 hours and then 50 ml of water was added to stop the reaction. The solvent was removed under reduced pressure and the residue was extracted with ethyl acetate. The organic layer was dried over magnesium sulfate, concentrated and subjected to silica ...